The task is: describe an organic reaction: reactants, conditions, products, and yield. This data is from the Open Reaction Database (ORD), a public repository of structured organic reaction records. Starting materials: ClC1=NC=CC(=C1)F (2-chloro-4-fluoropyridine), C(=O)(OC(C)(C)C)N1CCC(CC1)N (Boc-4-aminopiperidine), CCN(C(C)C)C(C)C (DIPEA). Solvent: CN1CCCC1=O (NMP). Yields the product ClC1=NC=CC(=C1)N1CCC(CC1)NC(OC(C)(C)C)=O (tert-Butyl 1-(2-chloropyridin-4-yl)piperidin-4-ylcarbamate). Yield: 62.0%. As a reaction SMILES: [Cl:1][C:2]1C=C(F)C=[CH:4][N:3]=1.[C:9]([N:16]1CCC(N)C[CH2:17]1)([O:11][C:12]([CH3:15])([CH3:14])[CH3:13])=[O:10].[CH3:23][CH2:24][N:25]([CH:29]([CH3:31])[CH3:30])[CH:26]([CH3:28])C>CN1C(=O)CCC1>[Cl:1][C:2]1[CH:30]=[C:29]([N:25]2[CH2:24][CH2:23][CH:17]([NH:16][C:9](=[O:10])[O:11][C:12]([CH3:15])([CH3:14])[CH3:13])[CH2:28][CH2:26]2)[CH:31]=[CH:4][N:3]=1. Procedure details: To a mixture of 2-chloro-4-fluoropyridine (1.00 g, 7.60 mmol) and Boc-4-aminopiperidine (1.98 g, 9.09 mmol) in NMP (10 mL) was added DIPEA (1.86 mL, 10.6 mmol). Argon was bubbled through the cloudy solution for 5 minutes before the reaction mixture was heated in the microwave for 2×30 minutes to 150° C. The mixture was then poured into water and extracted with ethyl acetate. The combined organic phases were dried over sodium sulfate, filtered and evaporated. Purification by chromatography (silic... Procedure details: 0.2 M Aqueous potassium hydroxide solution (5 mL, oxygen was removed by addition of 15 mg of sodium hydrosulfite in advance) was mixed with 2-(3-carboxymethyl-4-iodophenyl)propionic acid (prepared in Example 12, 40.7 mg, 0.122 mmol.) and thiosalicylic acid (37.3 mg, 0.242 mmol.). The resulting mixture was heated for 20 hours under reflux (temperature: approx. 100° C.) after addition of 10 mg of powdery copper. The reaction mixture was cooled, made acidic by addition of hydrochloric acid, and ext... The solvent is CCCCCC.C(C)(=O)OCC.C(C)(=O)O (hexane ethyl acetate acetic acid). Reagents/catalysts: [Cu] (copper). RXN SMILES: [OH-].[K+].[C:3]([CH2:6][C:7]1[CH:8]=[C:9]([CH:14]([CH3:18])[C:15]([OH:17])=[O:16])[CH:10]=[CH:11][C:12]=1I)([OH:5])=[O:4].[C:19]([OH:28])(=[O:27])[C:20]1[C:21](=[CH:23][CH:24]=[CH:25][CH:26]=1)[SH:22].Cl>[Cu].CCCCCC.C(OCC)(=O)C.C(O)(=O)C>[C:3]([CH2:6][C:7]1[CH:8]=[C:9]([CH:14]([CH3:18])[C:15]([OH:17])=[O:16])[CH:10]=[CH:11][C:12]=1[S:22][C:21]1[CH:23]=[CH:24][CH:25]=[CH:26][C:20]=1[C:19]([OH:28])=[O:27])([OH:5])=[O:4] |f:0.1,6.7.8|. Reaction conditions: temperature 100 celsius. The reactants are [OH-].[K+] (potassium hydroxide), C(=O)(O)CC=1C=C(C=CC1I)C(C(=O)O)C (2-(3-carboxymethyl-4-iodophenyl)propionic acid), C(C=1C(S)=CC=CC1)(=O)O (thiosalicylic acid), Cl (hydrochloric acid). The yield is 69.0%. Product: C(=O)(O)CC=1C=C(C=CC1SC1=C(C=CC=C1)C(=O)O)C(C(=O)O)C (2-[3-carboxymethyl-4-(2-carboxyphenylthio)phenyl]propionic acid). Starting materials: CN(C)C=O, Clc1ccc(-c2cc(C3CC3)n3nccc3n2)cc1, O=C1CCC(=O)N1I. Product: Clc1ccc(-c2cc(C3CC3)n3ncc(I)c3n2)cc1. As a reaction SMILES: [CH3:28][N:29]([CH3:30])[CH:31]=[O:32].[Cl:1][c:2]1[cH:3][cH:4][c:5](-[c:8]2[n:9][c:10]3[n:11]([c:12]([CH:14]4[CH2:15][CH2:16]4)[cH:13]2)[n:17][cH:18][cH:19]3)[cH:6][cH:7]1.[I:20][N:21]1[C:22](=[O:23])[CH2:24][CH2:25][C:26]1=[O:27]>>[Cl:1][c:2]1[cH:3][cH:4][c:5](-[c:8]2[n:9][c:10]3[n:11]([c:12]([CH:14]4[CH2:15][CH2:16]4)[cH:13]2)[n:17][cH:18][c:19]3[I:20])[cH:6][cH:7]1. Starting materials: C1CCNCC1, Cc1cc(C)c(C=O)[nH]1, CCO, O=C1Cc2c(cccc2-c2ccc(F)cc2)N1. Product: Cc1cc(C)c(C=C2C(=O)Nc3cccc(-c4ccc(F)cc4)c32)[nH]1. Reaction SMILES: [CH2:27]1[CH2:28][CH2:29][NH:30][CH2:31][CH2:32]1.[CH3:18][c:19]1[c:20]([CH:25]=[O:26])[nH:21][c:22]([CH3:24])[cH:23]1.[CH3:33][CH2:34][OH:35].[F:1][c:2]1[cH:3][cH:4][c:5](-[c:8]2[c:9]3[c:13]([cH:14][cH:15][cH:16]2)[NH:12][C:11](=[O:17])[CH2:10]3)[cH:6][cH:7]1>>[F:1][c:2]1[cH:3][cH:4][c:5](-[c:8]2[c:9]3[c:13]([cH:14][cH:15][cH:16]2)[NH:12][C:11](=[O:17])[C:10]3=[CH:25][c:20]2[c:19]([CH3:18])[cH:23][c:22]([CH3:24])[nH:21]2)[cH:6][cH:7]1. Reactants: O=C([O-])[O-], CCOC(CBr)OCC, [K+], [K+], Nc1cccc2c1CCCO2, CN(C)C=O. Product: CCOC(CNc1cccc2c1CCCO2)OCC. As a reaction SMILES: [C:21](=[O:22])([O-:23])[O-:24].[CH2:1]([CH3:2])[O:3][CH:4]([CH2:5][Br:6])[O:7][CH2:8][CH3:9].[K+:25].[K+:26].[O:10]1[CH2:11][CH2:12][CH2:13][c:14]2[c:15]([NH2:20])[cH:16][cH:17][cH:18][c:19]21.[O:27]=[CH:28][N:29]([CH3:30])[CH3:31]>>[CH2:1]([CH3:2])[O:3][CH:4]([CH2:5][NH:20][c:15]1[c:14]2[c:19]([cH:18][cH:17][cH:16]1)[O:10][CH2:11][CH2:12][CH2:13]2)[O:7][CH2:8][CH3:9]. Reactants: ON1N=NC2=C1C=CC=C2 (1-hydroxybenzotriazole), Cl.CN(CCCN=C=NCC)C (1-(3-dimethylaminopropyl)-3-ethylcarbodiimide hydrochloride), solution, CN (methylamine), ClC1=CC=C(C=C1)C(N1CC(C1)CS(=O)(=O)NC=1C=C(C(=O)N[C@H](C(=O)O)C)C=CC1)C1=CC=C(C=C1)Cl ((S)-2-[3-({1-[bis(4-chlorophenyl)methyl]azetidin-3-yl}methanesulphonylamino)benzoyl-amino]propionic acid). Run in O1CCCC1 (tetrahydrofuran), C(C)N(CC)CC (triethylamine), O1CCCC1 (tetrahydrofuran), O1CCCC1 (tetrahydrofuran). Reaction conditions: temperature 20 celsius. Product: ClC1=CC=C(C=C1)C(N1CC(C1)CS(=O)(=O)NC=1C=C(C(=O)N[C@@H](C)C(NC)=O)C=CC1)C1=CC=C(C=C1)Cl (3-({1-[bis(4-chlorophenyl)methyl]azetidin-3-yl}methanesulphonylamino)-N—((S)-1-methylcarbamoylethyl)benzamide). Yield: 111.9%. Reaction SMILES: O[N:2]1[C:6]2C=CC=CC=2N=N1.Cl.CN(C)CCCN=C=NCC.CN.[Cl:25][C:26]1[CH:31]=[CH:30][C:29]([CH:32]([C:56]2[CH:61]=[CH:60][C:59]([Cl:62])=[CH:58][CH:57]=2)[N:33]2[CH2:36][CH:35]([CH2:37][S:38]([NH:41][C:42]3[CH:43]=[C:44]([CH:53]=[CH:54][CH:55]=3)[C:45]([NH:47][C@@H:48]([CH3:52])[C:49](O)=[O:50])=[O:46])(=[O:40])=[O:39])[CH2:34]2)=[CH:28][CH:27]=1>O1CCCC1.C(N(CC)CC)C>[Cl:62][C:59]1[CH:58]=[CH:57][C:56]([CH:32]([C:29]2[CH:28]=[CH:27][C:26]([Cl:25])=[CH:31][CH:30]=2)[N:33]2[CH2:36][CH:35]([CH2:37][S:38]([NH:41][C:42]3[CH:43]=[C:44]([CH:53]=[CH:54][CH:55]=3)[C:45]([NH:47][C@H:48]([C:49](=[O:50])[NH:2][CH3:6])[CH3:52])=[O:46])(=[O:40])=[O:39])[CH2:34]2)=[CH:61][CH:60]=1 |f:1.2|. Reported procedure: 60 mg of 1-hydroxybenzotriazole, 200 mg of 1-(3-dimethylaminopropyl)-3-ethylcarbodiimide hydrochloride, 0.700 cm3 of a 2M solution of methylamine in tetrahydrofuran, 0.370 cm3 of triethylamine and 8 cm3 of tetrahydrofuran are added successively to a solution of 0.5 g of (S)-2-[3-({1-[bis(4-chlorophenyl)methyl]azetidin-3-yl}methanesulphonylamino)benzoyl-amino]propionic acid in 15 cm3 of tetrahydrofuran, stirred at a temperature in the region of 20° C. under an inert atmosphere. The reaction mediu...